Dataset: the Open Reaction Database (ORD), a public repository of structured organic reaction records. Task: describe an organic reaction: reactants, conditions, products, and yield Starting materials: COC(C[C@@H]1[C@@H](C(N1)=O)C(C)(OC(=O)OCC1=CC=C(C=C1)[N+](=O)[O-])C)OC ((3R,4R)-4-(2,2-dimethoxyethyl)-3-[1-methyl-1-(4-nitrobenzyloxycarbonyloxy)ethyl]-azetidin-2-one). The solvent is C(C)(=O)O (acetic acid). Product: CC(C)(OC(=O)OCC1=CC=C(C=C1)[N+](=O)[O-])[C@@H]1C(N[C@@H]1CC=O)=O ((3R,4R)-3-[1-methyl-1-(4-nitrobenzyloxycarbonyloxy)ethyl]-4-(2-oxoethyl)-azetidin-2-one). Yield: 97.2%. RXN SMILES: C[O:2][CH:3](OC)[CH2:4][C@H:5]1[NH:8][C:7](=[O:9])[C@H:6]1[C:10]([CH3:26])([O:12][C:13]([O:15][CH2:16][C:17]1[CH:22]=[CH:21][C:20]([N+:23]([O-:25])=[O:24])=[CH:19][CH:18]=1)=[O:14])[CH3:11]>C(O)(=O)C>[CH3:26][C:10]([C@H:6]1[C@@H:5]([CH2:4][CH:3]=[O:2])[NH:8][C:7]1=[O:9])([O:12][C:13]([O:15][CH2:16][C:17]1[CH:18]=[CH:19][C:20]([N+:23]([O-:25])=[O:24])=[CH:21][CH:22]=1)=[O:14])[CH3:11]. Reported procedure: A solution of (3R,4R)-4-(2,2-dimethoxyethyl)-3-[1-methyl-1-(4-nitrobenzyloxycarbonyloxy)ethyl]-azetidin-2-one (64 mg) in 80% aqueous acetic acid (3.0 ml) was heated at 50°-55° C. for 4 hours. After evaporation of the solvent, the residue was dissolved in ethyl acetate (20 ml) and the solution was washed with aqueous sodium bicarbonate. The aqueous layer was extracted with ethyl acetate (10 ml). The organic layers were combined, washed with water and brine, dried over magnesium sulfate and evapor... The reactants are N1CCCCC1 (piperidine), C(CC(=O)OCC)(=O)OCC (diethyl malonate), COC1=CC=C(CN2C(CC3=CC=CC=C23)(C=O)Cl)C=C1 (1-(4-methoxybenzyl)-2-chloroindole-carbaldehyde), C(C)(=O)O (acetic acid). Run in solvent, C(C)O (ethanol). Conditions: time 3 day. The product is C(C)OC(=O)C(C(=O)OCC)=CC1=C(N(C2=CC=CC=C12)CC1=CC=C(C=C1)OC)Cl (Ethyl 2-ethoxycarbonyl-3-(1-(4-methoxybenzyl)-2-chloro-3-indolyl)acrylate). Reaction SMILES: [CH3:1][O:2][C:3]1[CH:21]=[CH:20][C:6]([CH2:7][N:8]2[C:16]3[C:11](=[CH:12][CH:13]=[CH:14][CH:15]=3)[CH2:10][C:9]2([Cl:19])C=O)=[CH:5][CH:4]=1.N1CCCC[CH2:23]1.C(O)(=O)C.[C:32]([O:40][CH2:41][CH3:42])(=[O:39])[CH2:33][C:34]([O:36][CH2:37][CH3:38])=[O:35]>C(O)C>[CH2:41]([O:40][C:32]([C:33](=[CH:23][C:10]1[C:11]2[C:16](=[CH:15][CH:14]=[CH:13][CH:12]=2)[N:8]([CH2:7][C:6]2[CH:20]=[CH:21][C:3]([O:2][CH3:1])=[CH:4][CH:5]=2)[C:9]=1[Cl:19])[C:34]([O:36][CH2:37][CH3:38])=[O:35])=[O:39])[CH3:42]. Procedure details: To 460 mg of 1-(4-methoxybenzyl)-2-chloroindole-carbaldehyde, dissolved in 15 ml of a solvent which consisted of 5% piperidine and 2% acetic acid in absolute ethanol, was added 0.26 ml of diethyl malonate. After stirring for 3 days the solvent was removed by evaporation, and the product dissolved in 25 ml of ether plus 25 ml of 1N HCl. The organic phase was separated, and washed with 25 ml 1 N HCl, 25 ml water, 25 ml of saturated NaHCO3 solution, dried (MgSO4) and evaporated to give an oil. Puri... As a reaction SMILES: [C:33](=[O:34])([O-:35])[O-:36].[CH3:23][O:24][c:25]1[cH:26][cH:27][c:28]([CH2:29][NH2:30])[cH:31][cH:32]1.[Cl:1][c:2]1[n:3][c:4](-[c:15]2[cH:16][c:17]([O:21][CH3:22])[cH:18][cH:19][cH:20]2)[cH:5][c:6]2[cH:7][cH:8][c:9]([N:12]([CH3:13])[CH3:14])[cH:10][c:11]12.[K+:37].[K+:38].[O:39]=[CH:40][N:41]([CH3:42])[CH3:43].[OH2:44]>>[c:2]1([NH:30][CH2:29][c:28]2[cH:27][cH:26][c:25]([O:24][CH3:23])[cH:32][cH:31]2)[n:3][c:4](-[c:15]2[cH:16][c:17]([O:21][CH3:22])[cH:18][cH:19][cH:20]2)[cH:5][c:6]2[cH:7][cH:8][c:9]([N:12]([CH3:13])[CH3:14])[cH:10][c:11]12. Starting materials: O=C([O-])[O-], COc1ccc(CN)cc1, COc1cccc(-c2cc3ccc(N(C)C)cc3c(Cl)n2)c1, [K+], [K+], CN(C)C=O, O. Yields the product COc1ccc(CNc2nc(-c3cccc(OC)c3)cc3ccc(N(C)C)cc23)cc1. The reactants are IC1=CC=C(C=C1)O (4-iodophenol), N1N=CN=C1 (1H-1,2,4-triazole), BrC(C(C(C)(C)OC)=O)Br (1,1-dibromo-3-methoxy-3-methyl-2-butanone), C([O-])([O-])=O.[K+].[K+] (potassium carbonate). Solvent: CC(=O)C (acetone). Run at time 4 hour. Product: IC1=CC=C(OC(C(C(C)(C)OC)=O)N2N=CN=C2)C=C1 (1-(4-iodophenoxy)-1-(1H-1,2,4-triazol-1-yl)-3-methoxy-3-methyl-2-butanone). Isolated yield 44.3%. Reaction SMILES: [I:1][C:2]1[CH:7]=[CH:6][C:5]([OH:8])=[CH:4][CH:3]=1.[NH:9]1[CH:13]=[N:12][CH:11]=[N:10]1.Br[CH:15](Br)[C:16](=[O:22])[C:17]([O:20][CH3:21])([CH3:19])[CH3:18].C(=O)([O-])[O-].[K+].[K+]>CC(C)=O>[I:1][C:2]1[CH:7]=[CH:6][C:5]([O:8][CH:15]([N:9]2[CH:13]=[N:12][CH:11]=[N:10]2)[C:16](=[O:22])[C:17]([O:20][CH3:21])([CH3:19])[CH3:18])=[CH:4][CH:3]=1 |f:3.4.5|. Reported procedure: A mixture of 9.9 g (0.045 mole) of 4-iodophenol, 3.45 g (0.05 mole) of 1H-1,2,4-triazole, 12.33 g (0.045 mole) of 1,1-dibromo-3-methoxy-3-methyl-2-butanone, and 14 g (0.101 mole) of potassium carbonate in 200 ml of acetone was heated at boiling temperature (reflux) with stirring for 4 hours. After evaporating the solvent, 400 ml of 5% NaOH solution was added and the mixture extracted with diethyl ether. The ether phase was dried using MgSO4 and the solvent evaporated. The residual yellow oil was... The reactants are COCCO, Clc1nn2cnnc2c2c1CCCC2, NCCCCN1CCCC1, O. Product: c1nnc2c3c(c(NCCCCN4CCCC4)nn12)CCCC3. RXN SMILES: [CH3:26][O:27][CH2:28][CH2:29][OH:30].[Cl:1][c:2]1[n:3][n:4]2[c:5]([c:6]3[c:11]1[CH2:10][CH2:9][CH2:8][CH2:7]3)[n:12][n:13][cH:14]2.[NH2:15][CH2:16][CH2:17][CH2:18][CH2:19][N:20]1[CH2:21][CH2:22][CH2:23][CH2:24]1.[OH2:25]>>[c:2]1([NH:15][CH2:16][CH2:17][CH2:18][CH2:19][N:20]2[CH2:21][CH2:22][CH2:23][CH2:24]2)[n:3][n:4]2[c:5]([c:6]3[c:11]1[CH2:10][CH2:9][CH2:8][CH2:7]3)[n:12][n:13][cH:14]2. Reactants: C(C1=CC=CC=C1)(=O)OC (methyl benzoate), C1(=CC=CC=C1)O (phenol). Reagents/catalysts: CC([O-])C.CC([O-])C.CC([O-])C.CC([O-])C.[Ti+4] (titanium tetraisopropoxide). Solvent: CO (methanol). Run at temperature 190 celsius, time 4 hour. Yields the product C(C1=CC=CC=C1)(=O)OC1=CC=CC=C1 (phenyl benzoate). Isolated yield 74.0%. RXN SMILES: [C:1]([O:9][CH3:10])(=[O:8])[C:2]1[CH:7]=[CH:6][CH:5]=[CH:4][CH:3]=1.[C:11]1(O)[CH:16]=[CH:15]C=[CH:13][CH:12]=1>CC(C)[O-].CC(C)[O-].CC(C)[O-].CC(C)[O-].[Ti+4].CO>[C:1]([O:9][C:10]1[CH:15]=[CH:16][CH:11]=[CH:12][CH:13]=1)(=[O:8])[C:2]1[CH:7]=[CH:6][CH:5]=[CH:4][CH:3]=1 |f:2.3.4.5.6|. Procedure: A Claisen head was attached to a flask having an internal volume of 1000 ml, and a receiver having a gage was attached to the Claisen head via a condenser to make a distillation apparatus. Into this apparatus were charged methyl benzoate 100 g (735 mmole), phenol 553 g (5876 mmole) and titanium tetraisopropoxide 2.1 g (7.4 mmole). The contents were reacted with stirring at 190° C. in a bath. The reaction was conducted at atmospheric pressure, and the methanol thus produced was removed together w... Reactants: C(CCC)[Li] (n-butyl lithium), solution, B([O-])([O-])[O-] (borate), BrC1=C(C=CC(=C1)Cl)OC (2-bromo-4-chloroanisole), Cl (hydrochloric acid). Procedure details: A solution of 2-bromo-4-chloroanisole (5.0 g, 22.6 mmol) in dry THF (60 ml) under nitrogen was cooled to −70° C. and n-butyl lithium (12.4 ml of a 2.0 M solution in hexanes, 24.8 mmol) was added. After 10 min. at −70° C. trlbutyl borate (8.5 ml, 31.4 mmol) was added and the temperature was allowed to rise to room temperature overnight. Aqueous hydrochloric acid (40 ml, 2 M) was added and the product was extracted with 2×60 ml ether. The ethereal phase was extracted with aqueous sodium hydroxide ... Reaction conditions: time 8 hour. Solvent: hexanes, CCOCC (ether), C1CCOC1 (THF). Product: ClC=1C=CC(=C(C1)B(O)O)OC (5-Chloro-2-methoxy Benzeneboronic Acid). As a reaction SMILES: Br[C:2]1[CH:7]=[C:6]([Cl:8])[CH:5]=[CH:4][C:3]=1[O:9][CH3:10].C([Li])CCC.[B:16]([O-])([O-:18])[O-:17].Cl>C1COCC1.CCOCC>[Cl:8][C:6]1[CH:5]=[CH:4][C:3]([O:9][CH3:10])=[C:2]([B:16]([OH:18])[OH:17])[CH:7]=1. Starting materials: Cc1ccccc1, O=C=Nc1ccccc1F, COCCOc1cc2nccc(Oc3ccc(N)c(F)c3)c2cc1C#N. Product: COCCOc1cc2nccc(Oc3ccc(NC(=O)Nc4ccccc4F)c(F)c3)c2cc1C#N. RXN SMILES: [CH3:37][c:38]1[cH:39][cH:40][cH:41][cH:42][cH:43]1.[F:27][c:28]1[c:29]([N:34]=[C:35]=[O:36])[cH:30][cH:31][cH:32][cH:33]1.[NH2:1][c:2]1[c:3]([F:26])[cH:4][c:5]([O:6][c:7]2[cH:8][cH:9][n:10][c:11]3[cH:12][c:13]([O:19][CH2:20][CH2:21][O:22][CH3:23])[c:14]([C:17]#[N:18])[cH:15][c:16]23)[cH:24][cH:25]1>>[NH:1]([c:2]1[c:3]([F:26])[cH:4][c:5]([O:6][c:7]2[cH:8][cH:9][n:10][c:11]3[cH:12][c:13]([O:19][CH2:20][CH2:21][O:22][CH3:23])[c:14]([C:17]#[N:18])[cH:15][c:16]23)[cH:24][cH:25]1)[C:35]([NH:34][c:29]1[c:28]([F:27])[cH:33][cH:32][cH:31][cH:30]1)=[O:36]. The product is N#Cc1ccc([N+](=O)[O-])cc1CBr. Reactants: O=C1CCC(=O)N1Br, Cc1cc([N+](=O)[O-])ccc1C#N, ClC(Cl)(Cl)Cl, CC(C)(C#N)N=NC(C)(C)C#N. As a reaction SMILES: [Br:13][N:14]1[C:15](=[O:16])[CH2:17][CH2:18][C:19]1=[O:20].[CH3:1][c:2]1[c:3]([C:4]#[N:5])[cH:6][cH:7][c:8]([N+:10](=[O:11])[O-:12])[cH:9]1.[Cl:33][C:34]([Cl:35])([Cl:36])[Cl:37].[N:21]#[C:22][C:23]([N:24]=[N:25][C:26]([C:27]#[N:28])([CH3:29])[CH3:30])([CH3:31])[CH3:32]>>[CH2:1]([c:2]1[c:3]([C:4]#[N:5])[cH:6][cH:7][c:8]([N+:10](=[O:11])[O-:12])[cH:9]1)[Br:13]. Starting materials: [OH-].[Na+] (NaOH), Cl (HCl), N1(CCOCC1)C1C2CN(CC12)C1=NC=C(C=N1)C(=O)OCC (Ethyl 2-(6-morpholin-4-yl-3-azabicyclo[3.1.0]hex-3-yl)pyrimidine-5-carboxylate), [OH-].[Na+] (NaOH). Run in O (water), C1CCOC1 (THF). Run at time 18 hour. Product: N1(CCOCC1)C1C2CN(CC12)C1=NC=C(C=N1)C(=O)O (2-(6-Morpholin-4-yl-3-azabicyclo[3.1.0]hex-3-yl)pyrimidine-5-carboxylic acid). RXN SMILES: [N:1]1([CH:7]2[CH:12]3[CH:8]2[CH2:9][N:10]([C:13]2[N:18]=[CH:17][C:16]([C:19]([O:21]CC)=[O:20])=[CH:15][N:14]=2)[CH2:11]3)[CH2:6][CH2:5][O:4][CH2:3][CH2:2]1.[OH-].[Na+].Cl>C1COCC1.O>[N:1]1([CH:7]2[CH:8]3[CH:12]2[CH2:11][N:10]([C:13]2[N:14]=[CH:15][C:16]([C:19]([OH:21])=[O:20])=[CH:17][N:18]=2)[CH2:9]3)[CH2:2][CH2:3][O:4][CH2:5][CH2:6]1 |f:1.2|. Procedure details: Ethyl 2-(6-morpholin-4-yl-3-azabicyclo[3.1.0]hex-3-yl)pyrimidine-5-carboxylate (16 mg, 0.05 mmol) was dissolved in THF (1 ml) and a solution of 6M NaOH in water (0.5 ml) was added. The reaction was stirred at r.t. for 18 h. More 6M NaOH (0.5 ml) was added and the reaction stirred for a further 24 h. The reaction mixture was evaporated to leave only the aqueous portion, which was acidified to pH˜1 using 10% aq. HCl, then evaporated to dryness and used in the next step without further purification...